describe an organic reaction: reactants, conditions, products, and yield From a dataset of the Open Reaction Database (ORD), a public repository of structured organic reaction records. As a reaction SMILES: [Cl:1][C:2]1[C:7]([C:8]([F:11])([F:10])[F:9])=[CH:6][N:5]=[C:4]([NH:12][C:13]2[CH:28]=[CH:27][C:16]([C:17]([O:19]CC3C=CC=CC=3)=[O:18])=[CH:15][C:14]=2[O:29][CH3:30])[N:3]=1>C1COCC1.[OH-].[OH-].[Pd+2]>[Cl:1][C:2]1[C:7]([C:8]([F:10])([F:9])[F:11])=[CH:6][N:5]=[C:4]([NH:12][C:13]2[CH:28]=[CH:27][C:16]([C:17]([OH:19])=[O:18])=[CH:15][C:14]=2[O:29][CH3:30])[N:3]=1 |f:2.3.4|. Starting materials: ClC1=NC(=NC=C1C(F)(F)F)NC1=C(C=C(C(=O)OCC2=CC=CC=C2)C=C1)OC (Benzyl 4-(4-chloro-5-trifluoromethyl-pyrimidin-2-ylamino)-3-methoxy-benzoate). Run at time 24 hour. Reagents/catalysts: [OH-].[OH-].[Pd+2] (Pd(OH)2 on charcoal). Reported procedure: Benzyl 4-(4-chloro-5-trifluoromethyl-pyrimidin-2-ylamino)-3-methoxy-benzoate (A3-a) (1.3 g, 3 mmol) is suspended in a hydrogenating autoclave in 50 mL THF and mixed with Pd(OH)2 on charcoal (180 mg, charge 20%, approx. 50% water). Then 4.5 bar H2 pressure are applied and the reaction mixture is stirred for 24 h. After the reaction has ended the reaction mixture is filtered, the filtrate is evaporated down and the crude product A-4a (HPLC-MS: tRet.=1.24 min; MS (M−H)+=346) is used in the subseque... Yields the product ClC1=NC(=NC=C1C(F)(F)F)NC1=C(C=C(C(=O)O)C=C1)OC (4-(4-chloro-5-trifluoromethyl-pyrimidin-2-ylamino)-3-methoxy-benzoic acid). The solvent is C1CCOC1 (THF). RXN SMILES: [C:1]1([C:7]2[CH:12]=[CH:11][C:10]([CH:13]([CH:17]=[CH2:18])C(O)=O)=[CH:9][CH:8]=2)[CH:6]=[CH:5][CH:4]=[CH:3][CH:2]=1.[H-].[Al+3].[Li+].[H-].[H-].[H-].O.[OH-].[Na+].[O:28]1CCC[CH2:29]1>CCOCC>[C:1]1([C:7]2[CH:8]=[CH:9][C:10]([CH:13]=[CH:17][CH2:18][CH2:29][OH:28])=[CH:11][CH:12]=2)[CH:2]=[CH:3][CH:4]=[CH:5][CH:6]=1 |f:1.2.3.4.5.6,8.9|. The reactants are C1(=CC=CC=C1)C1=CC=C(C=C1)C(C(=O)O)C=C (4'-biphenylyl- 3-butenoic acid), [H-].[Al+3].[Li+].[H-].[H-].[H-] (lithium aluminum hydride), O1CCCC1 (tetrahydrofuran), [OH-].[Na+] (sodium hydroxide), O (water), O (water). Conditions: time 2 hour. Reported procedure: A solution of 6.0 gm (0.025 mol) of 4-(4'-biphenylyl- 3-butenoic acid (m.p. 188°C) in 100 ml of absolute tetrahydrofuran was dropwise stirred, at room temperature, into a suspension of 1.0 gm (0.026 mol) of lithium aluminum hydride in 100 ml of absolute ether. The mixture was stirred for a further 2 hours, then were successively added 1 ml of water, 2 ml of 2N sodium hydroxide solution and again 5 ml of water and the obtained precipitate was suction filtered. The solvent was distilled off from t... Product: C1(=CC=CC=C1)C1=CC=C(C=C1)C=CCCO (4-(4'-biphenylyl)-3-buten-1-ol). Solvent: CCOCC (ether). The reactants are ClCC1COCC1 (3-(chloromethyl)tetrahydrofuran), C([O-])([O-])=O.[K+].[K+] (potassium carbonate), C(CN)N (ethylenediamine). The solvent is C(C)O (ethanol). The product is O1CC(CC1)CNCCN (N1-((tetrahydrofuran-3-yl)methyl)ethane-1,2-diamine). The yield is 77.0%. Reaction SMILES: Cl[CH2:2][CH:3]1[CH2:7][CH2:6][O:5][CH2:4]1.C(=O)([O-])[O-].[K+].[K+].[CH2:14]([NH2:17])[CH2:15][NH2:16]>C(O)C>[O:5]1[CH2:6][CH2:7][CH:3]([CH2:2][NH:16][CH2:15][CH2:14][NH2:17])[CH2:4]1 |f:1.2.3|. Reported procedure: A mixture of 0.2 mol of 3-(chloromethyl)tetrahydrofuran, 200 ml of ethanol, 0.2 mol of potassium carbonate and 0.2 mol of ethylenediamine placed in a 500 ml of round-bottomed flask was refluxed for 24 hours, and then the solvent was removed. The obtained product was yellow oily liquid in 77% yield. The reactants are CCCCOC(C)Oc1ccc(-c2ccc3c(c2)C=C(C(=O)OC)CCN3Cc2ccccc2F)cc1, CO, Cl, [Na+], C1CCOC1, [OH-], O. Yields the product CCCCOC(C)Oc1ccc(-c2ccc3c(c2)C=C(C(=O)O)CCN3Cc2ccccc2F)cc1. As a reaction SMILES: [CH2:1]([CH2:2][CH2:3][CH3:4])[O:5][CH:6]([CH3:7])[O:8][c:9]1[cH:10][cH:11][c:12](-[c:15]2[cH:16][cH:17][c:18]3[c:19]([cH:37]2)[CH:20]=[C:21]([C:33](=[O:34])[O:35][CH3:36])[CH2:22][CH2:23][N:24]3[CH2:25][c:26]2[c:27]([F:32])[cH:28][cH:29][cH:30][cH:31]2)[cH:13][cH:14]1.[CH3:47][OH:48].[ClH:41].[Na+:39].[O:42]1[CH2:43][CH2:44][CH2:45][CH2:46]1.[OH-:38].[OH2:40]>>[CH2:1]([CH2:2][CH2:3][CH3:4])[O:5][CH:6]([CH3:7])[O:8][c:9]1[cH:10][cH:11][c:12](-[c:15]2[cH:16][cH:17][c:18]3[c:19]([cH:37]2)[CH:20]=[C:21]([C:33](=[O:34])[OH:35])[CH2:22][CH2:23][N:24]3[CH2:25][c:26]2[c:27]([F:32])[cH:28][cH:29][cH:30][cH:31]2)[cH:13][cH:14]1. Reactants: CO (MeOH), C(C#C)(=O)OCC (ethyl propiolate), ClC=1C(=NNC1C)C(F)(F)F (4-Chloro-5-methyl-3-trifluoromethyl-1H-pyrazole). Solvent: C(C)(=O)O (acetic acid). Run at temperature 80 celsius, time 2 hour. Yields the product ClC=1C(=NN(C1C)/C=C/C(=O)O)C(F)(F)F ((E)-3-(4-Chloro-5-methyl-3-trifluoromethylpyrazol-1-yl)-acrylic acid). Yield: 56.7%. As a reaction SMILES: [Cl:1][C:2]1[C:3]([C:8]([F:11])([F:10])[F:9])=[N:4][NH:5][C:6]=1[CH3:7].CO.[C:14]([O:18]CC)(=[O:17])[C:15]#[CH:16]>C(O)(=O)C>[Cl:1][C:2]1[C:3]([C:8]([F:9])([F:11])[F:10])=[N:4][N:5](/[CH:16]=[CH:15]/[C:14]([OH:18])=[O:17])[C:6]=1[CH3:7]. Procedure details: To a vial containing 4-Chloro-5-methyl-3-trifluoromethyl-1H-pyrazole (2.83 g, 15.3 mmol) was added MeOH (5 mL) and ethyl propiolate (1.94 g, 19.7 mmol) and acetic acid (100 μL). The vial was capped and the reaction mixture was heated to 80° C. for 20 h. After cooling to room temperature, the volatiles were removed in vacuo to afford the crude products, which were purified by flash chromatography on silica gel (120 g) using gradient elution (0%-75% EtOAc in hexanes over 15 column volumes). The fr...